This data is from the Open Reaction Database (ORD), a public repository of structured organic reaction records. The task is: describe an organic reaction: reactants, conditions, products, and yield Starting materials: C(C)N(C(C1=CC=C(C=C1)OCC(NCC)=O)=O)C1=C(C=CC(=C1)OC)C1CC2=CC=C(C=C2CC1)OC (N-ethyl-4-ethylcarbamoylmethoxy-N-[5-methoxy-2-(6-methoxy-1,2,3,4-tetrahydronaphthalen-2-yl)phenyl]benzamide), C(C)N(C1=C(C=CC(=C1)OC)C1CC2=CC=C(C=C2CC1)OC)CC1=CC=C(C=C1)OCCNCC (ethyl[4-(2-ethylaminoethoxy)benzyl][5-methoxy-2-(6-methoxy-1,2,3,4-tetrahydronaphthalen-2-yl)phenyl]amine). Yields the product C(C)N(C1=C(C=CC(=C1)O)C1CC=2C=CC(=CC2CC1)O)CC1=CC=C(C=C1)OCCNCC (6-{2-{Ethyl[4-(2-ethylaminoethoxy)benzyl]amino}-4-hydroxyphenyl}-5,6,7,8-tetrahydronaphthalen-2-ol). Reaction SMILES: [CH2:1]([N:3]([C:19]1[CH:24]=[C:23]([O:25]C)[CH:22]=[CH:21][C:20]=1[CH:27]1[CH2:36][CH2:35][C:34]2[C:29](=[CH:30][CH:31]=[C:32]([O:37]C)[CH:33]=2)[CH2:28]1)[C:4](=O)[C:5]1[CH:10]=[CH:9][C:8]([O:11][CH2:12][C:13](=O)[NH:14][CH2:15][CH3:16])=[CH:7][CH:6]=1)[CH3:2].C(N(CC1C=CC(OCCNCC)=CC=1)C1C=C(OC)C=CC=1C1CCC2C(=CC=C(OC)C=2)C1)C>>[CH2:1]([N:3]([CH2:4][C:5]1[CH:10]=[CH:9][C:8]([O:11][CH2:12][CH2:13][NH:14][CH2:15][CH3:16])=[CH:7][CH:6]=1)[C:19]1[CH:24]=[C:23]([OH:25])[CH:22]=[CH:21][C:20]=1[CH:27]1[CH2:36][CH2:35][C:34]2[CH:33]=[C:32]([OH:37])[CH:31]=[CH:30][C:29]=2[CH2:28]1)[CH3:2]. Reported procedure: Synthesized from N-ethyl-4-ethylcarbamoylmethoxy-N-[5-methoxy-2-(6-methoxy-1,2,3,4-tetrahydronaphthalen-2-yl)phenyl]benzamide according to an analogous synthetic method to Example 337, ethyl[4-(2-ethylaminoethoxy)benzyl][5-methoxy-2-(6-methoxy-1,2,3,4-tetrahydronaphthalen-2-yl)phenyl]amine (143 mg) was used according to an analogous synthetic method to Example 111 to provide the title compound (138 mg). Starting materials: CCOC(=O)C1(SCC(N1)C(=O)O)C (2-methylthiazolidine-2,4-dicarboxylic acid 2-ethyl ester), N[C@H](CS)C(=O)O (D-cysteine). The product is CCOC(=O)C1(SCC(N1C(C)=O)C(=O)O)C (N-acetyl-2-methylthiazolidine-2,4-dicarboxylic acid 2-ethyl ester). Reaction SMILES: [CH3:1][CH2:2][O:3][C:4]([C:6]1([CH3:14])[NH:10][CH:9]([C:11]([OH:13])=[O:12])[CH2:8][S:7]1)=[O:5].N[C@@H:16]([C:19](O)=[O:20])CS>>[CH3:1][CH2:2][O:3][C:4]([C:6]1([CH3:14])[N:10]([C:19](=[O:20])[CH3:16])[CH:9]([C:11]([OH:13])=[O:12])[CH2:8][S:7]1)=[O:5]. Reported procedure: By a method similar to that in Synthetic Example 7 except for the use of 2-methylthiazolidine-2,4-dicarboxylic acid 2-ethyl ester synthesized from D-cysteine by a method similar to that in Reference Example 2, N-acetyl-2-methylthiazolidine-2,4-dicarboxylic acid 2-ethyl ester was obtained (with the ratio of cis form:trans form of about 43:57 as confirmed by NMR). The reactants are CS(C)=O, CC(C)OC(=O)OCCOC(=O)C(OCc1ccccc1)C(C)(C)COS(=O)(=O)CCCCl, [N-]=[N+]=[N-], [Na+]. The product is CC(C)OC(=O)OCCOC(=O)C(OCc1ccccc1)C(C)(C)COS(=O)(=O)CCCN=[N+]=[N-]. Reaction SMILES: [CH3:38][S:39](=[O:40])[CH3:41].[Cl:1][CH2:2][CH2:3][CH2:4][S:5](=[O:6])(=[O:7])[O:8][CH2:9][C:10]([CH:11]([C:12](=[O:13])[O:14][CH2:15][CH2:16][O:17][C:18](=[O:19])[O:20][CH:21]([CH3:22])[CH3:23])[O:24][CH2:25][c:26]1[cH:27][cH:28][cH:29][cH:30][cH:31]1)([CH3:32])[CH3:33].[N-:35]=[N+:36]=[N-:37].[Na+:34]>>[CH2:2]([CH2:3][CH2:4][S:5](=[O:6])(=[O:7])[O:8][CH2:9][C:10]([CH:11]([C:12](=[O:13])[O:14][CH2:15][CH2:16][O:17][C:18](=[O:19])[O:20][CH:21]([CH3:22])[CH3:23])[O:24][CH2:25][c:26]1[cH:27][cH:28][cH:29][cH:30][cH:31]1)([CH3:32])[CH3:33])[N:35]=[N+:36]=[N-:37]. Starting materials: NC(=O)CCC(=O)NBr, CC#N, O=Cc1cc(OCc2ccc(F)cc2F)cc(=O)n1-c1c(F)cccc1F. Yields the product O=Cc1cc(OCc2ccc(F)cc2F)c(Br)c(=O)n1-c1c(F)cccc1F. RXN SMILES: [Br:28][NH:29][C:30](=[O:31])[CH2:32][CH2:33][C:34]([NH2:35])=[O:36].[CH3:37][C:38]#[N:39].[F:1][c:2]1[c:3]([CH2:4][O:5][c:6]2[cH:7][c:8]([CH:21]=[O:22])[n:9](-[c:13]3[c:14]([F:20])[cH:15][cH:16][cH:17][c:18]3[F:19])[c:10](=[O:12])[cH:11]2)[cH:23][cH:24][c:25]([F:27])[cH:26]1>>[F:1][c:2]1[c:3]([CH2:4][O:5][c:6]2[cH:7][c:8]([CH:21]=[O:22])[n:9](-[c:13]3[c:14]([F:20])[cH:15][cH:16][cH:17][c:18]3[F:19])[c:10](=[O:12])[c:11]2[Br:28])[cH:23][cH:24][c:25]([F:27])[cH:26]1. Reactants: C(#C)N1C2=C(C=3C=C(C=CC13)C)CN(CC2)C (5-ethynyl-2,8-dimethyl-2,3,4,5-tetrahydro-1H-pyrido[4,3-b]indole), Cl.BrC1=CC=NC=C1 (4-bromopyridinehydrochloride), dichlorobistriphenylphosphine palladium (II), CCCC[N+](CCCC)(CCCC)CCCC.[F-] (TBAF), C([O-])(O)=O (bicarbonate). Run in O (water). Conditions: temperature 99 celsius. Product: CN1CC2=C(N(C=3C=CC(=CC23)C)C#CC2=CC=NC=C2)CC1 (2,8-dimethyl-5-pyridin-4-ylethynyl-2,3,4,5-tetrahydro-1H-pyrido[4,3-b]indole). Yield: 110.6%. RXN SMILES: [C:1]([N:3]1[C:11]2[CH:10]=[CH:9][C:8]([CH3:12])=[CH:7][C:6]=2[C:5]2[CH2:13][N:14]([CH3:17])[CH2:15][CH2:16][C:4]1=2)#[CH:2].Cl.Br[C:20]1[CH:25]=[CH:24][N:23]=[CH:22][CH:21]=1.CCCC[N+](CCCC)(CCCC)CCCC.[F-].C(=O)(O)[O-]>O>[CH3:17][N:14]1[CH2:15][CH2:16][C:4]2[N:3]([C:1]#[C:2][C:20]3[CH:25]=[CH:24][N:23]=[CH:22][CH:21]=3)[C:11]3[CH:10]=[CH:9][C:8]([CH3:12])=[CH:7][C:6]=3[C:5]=2[CH2:13]1 |f:1.2,3.4|. Procedure: A mixture of 5-ethynyl-2,8-dimethyl-2,3,4,5-tetrahydro-1H-pyrido[4,3-b]indole (138 mg, 0.6 mmol), 4-bromopyridinehydrochloride (100 mg, 0.51 mmol), dichlorobistriphenylphosphine palladium (II) (10 mg, 0.015 mmol) and TBAF.3H2O (481 mg, 1.5 mmol) was heated at 50° C. (observed exothermic temperature was 99° C.) for 5 min by microwave. After completion of reaction (monitored by TLC&LCMS), the mixture was poured into water (20 mL), saturated bicarbonate was added, and the mixture extracted with EtO... As a reaction SMILES: [F:1][C:2]1[CH:7]=[CH:6][CH:5]=[C:4]([F:8])[C:3]=1[NH:9][S:10]([C:13]1[N:24]=[C:16]2[C:17]([O:22][CH3:23])=[CH:18][CH:19]=[C:20](Cl)[N:15]2[N:14]=1)(=[O:12])=[O:11].C[O-].[Na+].CS(C)=O.[C:32](O)(=[O:34])C>ClCCl.O>[F:1][C:2]1[CH:7]=[CH:6][CH:5]=[C:4]([F:8])[C:3]=1[NH:9][S:10]([C:13]1[N:24]=[C:16]2[C:17]([O:22][CH3:23])=[CH:18][CH:19]=[C:20]([O:34][CH3:32])[N:15]2[N:14]=1)(=[O:12])=[O:11] |f:1.2|. Reactants: FC1=C(C(=CC=C1)F)NS(=O)(=O)C1=NN2C(C(=CC=C2Cl)OC)=N1 (N-(2,6-Difluorophenyl)-5-chloro-8-methoxy[1,2,4]triazolo[1,5-a]pyridine-2-sulfonamide), C[O-].[Na+] (sodium methoxide), CS(=O)C (dimethyl sulfoxide), C(C)(=O)O (acetic acid). Procedure details: N-(2,6-Difluorophenyl)-5-chloro-8-methoxy[1,2,4]triazolo[1,5-a]pyridine-2-sulfonamide (1.0 g, 2.7 mmol), sodium methoxide (25 percent in methanol, 2.5 mL, 0.58 g, 11 mmol) and dimethyl sulfoxide (20 mL) were mixed with stirring and slowly heated to 70° C. over a 40-min period. After a short reaction period, the reaction mixture was acidified with acetic acid and diluted With dichloromethane and water. The solid that separated was recovered by filtration. The organic layer was separated, was wash... Product: FC1=C(C(=CC=C1)F)NS(=O)(=O)C1=NN2C(C(=CC=C2OC)OC)=N1 (N-(2,6-Difluorophenyl)-5,8-dimethoxy[1,2,4]triazolo[1,5-a]pyridine-2-sulfonamide). Run at temperature 70 celsius. Solvent: ClCCl (dichloromethane), O (water). Reactants: BrC=1C=C2CN(C(C2=CC1)=O)C1(C(NC(CC1)=O)=O)C (3-(5-bromo-1-oxo-1,3-dihydro-isoindol-2-yl)-3-methyl-piperidine-2,6-dione), CN(C=O)C (N,N-dimethylformamide). Reagents/catalysts: [C-]#N.[C-]#N.[Zn+2] (Zn(CN)2), C=1C=CC(=CC1)/C=C/C(=O)/C=C/C2=CC=CC=C2.C=1C=CC(=CC1)/C=C/C(=O)/C=C/C2=CC=CC=C2.C=1C=CC(=CC1)/C=C/C(=O)/C=C/C2=CC=CC=C2.[Pd].[Pd] (Pd2(dba)3), C1=CC=C(C=C1)P([C-]2C=CC=C2)C3=CC=CC=C3.C1=CC=C(C=C1)P([C-]2C=CC=C2)C3=CC=CC=C3.[Fe+2] (dppf). Reaction conditions: temperature 130 celsius, time 2 hour. Product: CC1(C(NC(CC1)=O)=O)N1C(C2=CC=C(C=C2C1)C#N)=O (2-(3-methyl-2,6-dioxo-piperidin-3-yl)-1-oxo-2,3-dihydro-1H-isoindole-5-carbonitrile). Isolated yield 99.0%. Reaction SMILES: Br[C:2]1[CH:3]=[C:4]2[C:8](=[CH:9][CH:10]=1)[C:7](=[O:11])[N:6]([C:12]1([CH3:20])[CH2:17][CH2:16][C:15](=[O:18])[NH:14][C:13]1=[O:19])[CH2:5]2.[CH3:21][N:22](C)C=O>[C-]#N.[C-]#N.[Zn+2].C1C=CC(/C=C/C(/C=C/C2C=CC=CC=2)=O)=CC=1.C1C=CC(/C=C/C(/C=C/C2C=CC=CC=2)=O)=CC=1.C1C=CC(/C=C/C(/C=C/C2C=CC=CC=2)=O)=CC=1.[Pd].[Pd].C1C=CC(P(C2C=CC=CC=2)[C-]2C=CC=C2)=CC=1.C1C=CC(P(C2C=CC=CC=2)[C-]2C=CC=C2)=CC=1.[Fe+2]>[CH3:20][C:12]1([N:6]2[CH2:5][C:4]3[C:8](=[CH:9][CH:10]=[C:2]([C:21]#[N:22])[CH:3]=3)[C:7]2=[O:11])[CH2:17][CH2:16][C:15](=[O:18])[NH:14][C:13]1=[O:19] |f:2.3.4,5.6.7.8.9,10.11.12|. Procedure: A stirred mixture of 3-(5-bromo-1-oxo-1,3-dihydro-isoindol-2-yl)-3-methyl-piperidine-2,6-dione (1.40 g, 4.00 mmol), Zn(CN)2 (0.28 g, 2.40 mmol), Pd2(dba)3 (0.07 g, 0.08 mmol) and dppf (0.09 g, 0.16 mmol) in deoxygenated N,N-dimethylformamide (30 mL) was heated to 130° C. under nitrogen. After 2 h, the solvent was removed in vacuo and the residue was triturated in water (30 mL) then ethyl acetate hexanes (1:1, 30 mL). The product was isolated by filtration, washed with ethyl acetate hexanes (1:1)... Reactants: COCCOCCOC=1C=C2C=CNC(C2=CC1)=O (6-[2-(2-methoxyethoxy)ethoxy]-2H-isoquinolin-1-one), P(Cl)(Cl)Cl (Phosphorus trichloride). Run at time 1 hour. Product: ClC1=NC=CC2=CC(=CC=C12)OCCOCCOC (1-Chloro-6-[2-(2-methoxyethoxy)ethoxy]isoquinoline). Isolated yield 30.0%. As a reaction SMILES: [CH3:1][O:2][CH2:3][CH2:4][O:5][CH2:6][CH2:7][O:8][C:9]1[CH:10]=[C:11]2[C:16](=[CH:17][CH:18]=1)[C:15](=O)[NH:14][CH:13]=[CH:12]2.P(Cl)(Cl)[Cl:21]>>[Cl:21][C:15]1[C:16]2[C:11](=[CH:10][C:9]([O:8][CH2:7][CH2:6][O:5][CH2:4][CH2:3][O:2][CH3:1])=[CH:18][CH:17]=2)[CH:12]=[CH:13][N:14]=1. Procedure details: Phosphorus trichloride (60 mL) and 6-[2-(2-methoxyethoxy)ethoxy]-2H-isoquinolin-1-one (3.38 g, 14.3 mmol) were stirred at reflux under nitrogen atmosphere for 2 h. The reaction solution was cooled to room temperature and concentrated in vacuo until 10 mL remained. The obtained oil was poured onto ice water (80 mL) and stirred for 1 h. The mixture was neutralized with addition of solid potassium carbonate and extracted with methylene chloride (3×80 mL). The combined organic layer was washed with ...